From a dataset of the Open Reaction Database (ORD), a public repository of structured organic reaction records. describe an organic reaction: reactants, conditions, products, and yield Starting materials: ClCCl, CCc1cc(CCC2(C3CCCC3)CC(=O)CC(=O)O2)cc(Cl)c1OCOCCOC, O=C(O)C(F)(F)F. Product: CCc1cc(CCC2(C3CCCC3)CC(=O)CC(=O)O2)cc(Cl)c1O. Reaction SMILES: [Cl:39][CH2:40][Cl:41].[Cl:8][c:9]1[cH:10][c:11]([CH2:24][CH2:25][C:26]2([CH:34]3[CH2:35][CH2:36][CH2:37][CH2:38]3)[CH2:27][C:28](=[O:33])[CH2:29][C:30](=[O:32])[O:31]2)[cH:12][c:13]([CH2:22][CH3:23])[c:14]1[O:15][CH2:16][O:17][CH2:18][CH2:19][O:20][CH3:21].[OH:1][C:2]([C:3]([F:4])([F:5])[F:6])=[O:7]>>[Cl:8][c:9]1[cH:10][c:11]([CH2:24][CH2:25][C:26]2([CH:34]3[CH2:35][CH2:36][CH2:37][CH2:38]3)[CH2:27][C:28](=[O:33])[CH2:29][C:30](=[O:32])[O:31]2)[cH:12][c:13]([CH2:22][CH3:23])[c:14]1[OH:15].